Dataset: the Open Reaction Database (ORD), a public repository of structured organic reaction records. Task: describe an organic reaction: reactants, conditions, products, and yield Reactants: O=C([O-])[O-], CCn1c(C)nc2cc([N+](=O)[O-])c(Cl)cc21, [K+], [K+], CN(C)C=O, Sc1cccc2cnccc12. The product is CCn1c(C)nc2cc([N+](=O)[O-])c(Sc3cccc4cnccc34)cc21. RXN SMILES: [C:28](=[O:29])([O-:30])[O-:31].[Cl:12][c:13]1[c:14]([N+:25](=[O:26])[O-:27])[cH:15][c:16]2[c:17]([n:18]([CH2:22][CH3:23])[c:19]([CH3:21])[n:20]2)[cH:24]1.[K+:32].[K+:33].[O:34]=[CH:35][N:36]([CH3:37])[CH3:38].[cH:1]1[n:2][cH:3][cH:4][c:5]2[c:6]([SH:11])[cH:7][cH:8][cH:9][c:10]12>>[cH:1]1[n:2][cH:3][cH:4][c:5]2[c:6]([S:11][c:13]3[c:14]([N+:25](=[O:26])[O-:27])[cH:15][c:16]4[c:17]([n:18]([CH2:22][CH3:23])[c:19]([CH3:21])[n:20]4)[cH:24]3)[cH:7][cH:8][cH:9][c:10]12.